Dataset: the Open Reaction Database (ORD), a public repository of structured organic reaction records. Task: describe an organic reaction: reactants, conditions, products, and yield Starting materials: O (water), CI (methyl iodide), [Na] (sodium), ClC=1C=C(C(C(=O)O)(O)C2=CC(=CC=C2)Cl)C=CC1 (3,3′-dichlorobenzilic acid). Run in C(C)OCC (diethylether), C(C)O (ethanol), C(C)O (ethanol). Conditions: time 4 hour. Yields the product ClC=1C=C(C(C(=O)OC)(O)C2=CC(=CC=C2)Cl)C=CC1 (Methyl 3,3′-dichlorobenzilate). Reaction SMILES: [Na].[Cl:2][C:3]1[CH:4]=[C:5]([CH:18]=[CH:19][CH:20]=1)[C:6]([C:11]1[CH:16]=[CH:15][CH:14]=[C:13]([Cl:17])[CH:12]=1)([OH:10])[C:7]([OH:9])=[O:8].[CH3:21]I.O>C(O)C.C(OCC)C>[Cl:2][C:3]1[CH:4]=[C:5]([CH:18]=[CH:19][CH:20]=1)[C:6]([C:11]1[CH:16]=[CH:15][CH:14]=[C:13]([Cl:17])[CH:12]=1)([OH:10])[C:7]([O:9][CH3:21])=[O:8] |^1:0|. Reported procedure: From 100 ml of ethanol and 1.97 g (0.0855 mol) of sodium, a sodium ethoxide solution is prepared to which 26.6 g (0.0855 mol) of 3,3′-dichlorobenzilic acid in 50 ml of ethanol are added dropwise. The mixture is then stirred for 4 h at ambient temperature. After the solvent has been distilled off the residue is dissolved in 150 ml DMF and 24.27 g (0.171 mol) of methyl iodide are added dropwise, then stirred for another 24 h. While cooling with ice, 300 ml of water and 200 ml of diethylether are a... Starting materials: ClC1=C2C(NC(=N1)C)=CC(=N2)C2=CC=CC=C2 (4-chloro-2-methyl-6-phenylpyrrolo[3,2-d]pyrimidine), C(C)C(CN)CCCC (2-ethylhexylamine), C(=O)([O-])[O-].[K+].[K+] (K2CO3). Solvent: O (H2O). The product is C(C)C(CNC=1N=C(NC=2C1N=C(C2)C2=CC=CC=C2)C)CCCC ((2-Ethylhexyl)(2-methyl-6-phenylpyrrolo[2,3-e]pyrimidin-4-yl)amine). Isolated yield 62.5%. RXN SMILES: Cl[C:2]1[N:7]=[C:6]([CH3:8])[NH:5][C:4]2=[CH:9][C:10]([C:12]3[CH:17]=[CH:16][CH:15]=[CH:14][CH:13]=3)=[N:11][C:3]=12.[CH2:18]([CH:20]([CH2:23][CH2:24][CH2:25][CH3:26])[CH2:21][NH2:22])[CH3:19].C([O-])([O-])=O.[K+].[K+]>O>[CH2:18]([CH:20]([CH2:23][CH2:24][CH2:25][CH3:26])[CH2:21][NH:22][C:2]1[N:7]=[C:6]([CH3:8])[NH:5][C:4]2[C:3]=1[N:11]=[C:10]([C:12]1[CH:17]=[CH:16][CH:15]=[CH:14][CH:13]=1)[CH:9]=2)[CH3:19] |f:2.3.4|. Procedure: This compound was prepared according to the method described in Example 2 by employing 4-chloro-2-methyl-6-phenylpyrrolo[3,2-d]pyrimidine (Example 1(e)) (70.0 mg, 0.29 mmol), 2-ethylhexylamine (Aldrich Chemical Company) (0.24 mL, 1.44 mmol) and K2CO3 (0.40 g, 2.87 mmol) in H2O (2 mL) to give 61 mg (63%) of the title compound as a white solid. An analytical sample was obtained by recrystallization from i-PrOH. Mp: 288-289° C. (dec.). 1H NMR (CDCl3; 500 MHz): δ 0.72-0.78 (m, 6), 1.15-1.34 (m, 9), ... Reactants: NCC(C)N (1,2-diaminopropane), C(C1=CC=CO1)=O (furfural), [BH4-].[Na+] (NaBH4). The product is O1C(=CC=C1)CNCC(C)NCC=1OC=CC1 (N,N′-bis(furan-2-ylmethyl)propane-1,2-diamine). Isolated yield 7.5%. As a reaction SMILES: [NH2:1][CH2:2][CH:3]([NH2:5])[CH3:4].[CH:6](=O)[C:7]1[O:11][CH:10]=[CH:9][CH:8]=1.[BH4-].[Na+]>>[O:11]1[CH:10]=[CH:9][CH:8]=[C:7]1[CH2:6][NH:1][CH2:2][CH:3]([NH:5][CH2:6][C:7]1[O:11][CH:10]=[CH:9][CH:8]=1)[CH3:4] |f:2.3|. Procedure details: This compound was prepared as described in the general method (Method A) with 1,2-diaminopropane (1.00 g, 13.5 mmol), furfural (2.20 g, 22.9 mmol) and NaBH4 (0.52 g, 13.7 mmol) to give 1.90 g of the crude diamine Plug filtration (SiO2, ethyl acetate/ethanol 95:5) of 0.50 g afforded 0.20 g (24%) of the pure product. Reactants: CCOC(C)=O, CO, COc1cc2c(cc1[N+](=O)[O-])CN(CCF)CC2, [H][H]. Product: COc1cc2c(cc1N)CN(CCF)CC2. RXN SMILES: [CH3:21][CH2:22][O:23][C:24](=[O:25])[CH3:26].[CH3:27][OH:28].[F:1][CH2:2][CH2:3][N:4]1[CH2:5][c:6]2[cH:7][c:8]([N+:16]([O-:17])=[O:18])[c:9]([O:14][CH3:15])[cH:10][c:11]2[CH2:12][CH2:13]1.[H:19][H:20]>>[F:1][CH2:2][CH2:3][N:4]1[CH2:5][c:6]2[cH:7][c:8]([NH2:16])[c:9]([O:14][CH3:15])[cH:10][c:11]2[CH2:12][CH2:13]1. Starting materials: NC1=CC(=C(C=C1)C(\C=C\C=1C=C2C(=NNC2=CC1)C)=O)C ((E)-1-(4-amino-2-methylphenyl)-3-(3-methyl-1H-indazol-5-yl)prop-2-en-1-one), NC(=O)N (urea), Cl.O1CCOCC1 (HCl dioxane). Run in CCO (EtOH). Run at temperature 110 celsius. Product: NC1=CC(=C(C=C1)C1=CC(=NC(N1)=O)C=1C=C2C(=NNC2=CC1)C)C (6-(4-amino-2-methylphenyl)-4-(3-methyl-1H-indazol-5-yl)pyrimidin-2(1H)-one), acetate salt. Yield: 11.0%. As a reaction SMILES: [NH2:1][C:2]1[CH:7]=[CH:6][C:5]([C:8](=O)/[CH:9]=[CH:10]/[C:11]2[CH:12]=[C:13]3[C:17](=[CH:18][CH:19]=2)[NH:16][N:15]=[C:14]3[CH3:20])=[C:4]([CH3:22])[CH:3]=1.[NH2:23][C:24]([NH2:26])=[O:25].Cl.O1CCOCC1>CCO>[NH2:1][C:2]1[CH:7]=[CH:6][C:5]([C:8]2[NH:26][C:24](=[O:25])[N:23]=[C:10]([C:11]3[CH:12]=[C:13]4[C:17](=[CH:18][CH:19]=3)[NH:16][N:15]=[C:14]4[CH3:20])[CH:9]=2)=[C:4]([CH3:22])[CH:3]=1 |f:2.3|. Procedure: To a solution of (E)-1-(4-amino-2-methylphenyl)-3-(3-methyl-1H-indazol-5-yl)prop-2-en-1-one (0.480 g, 1.64 mmol) in EtOH (5 mL) were added urea (0.900 g, 15 mmol) and 4N HCl/dioxane (5 mL, 20 mmol). The reaction mixture was heated to 110° C. for 17 hours, cooled down and concentrated in vacuo. The product was purified by SiO2 flash chromatography (ethyl acetate to 60:40 ethyl acetate/methanol) and preparative HPLC (reverse-phase, acetonitrile/water with 0.01% ammonium acetate), followed by conce... The reactants are BrC=1C=CC(=C(CBr)C1)OCC=1SC=CC1 (5-bromo-2-(2-thienylmethoxy)benzyl bromide), [Cl-].[NH4+] (ammonium chloride), [H-].[Na+] (sodium hydride), C(C)NC1=NC=C(C=C1)C(=O)OC (methyl 2-(ethylamino)pyridine-5-carboxylate). The solvent is CN(C)C=O (DMF), CN(C)C=O (DMF). Conditions: temperature -5 celsius, time 30 minute. The product is S1C(=CC=C1)COC1=C(CN(CC)C2=NC=C(C=C2)C(=O)OC)C=C(C=C1)Br (methyl 2-[N-(2-(2-thienylmethoxy)-5-bromobenzyl)N-ethylamino]pyridine-5-carboxylate). The yield is 8.1%. Reaction SMILES: [H-].[Na+].[CH2:3]([NH:5][C:6]1[CH:11]=[CH:10][C:9]([C:12]([O:14][CH3:15])=[O:13])=[CH:8][N:7]=1)[CH3:4].[Br:16][C:17]1[CH:18]=[CH:19][C:20]([O:25][CH2:26][C:27]2[S:28][CH:29]=[CH:30][CH:31]=2)=[C:21]([CH:24]=1)[CH2:22]Br.[Cl-].[NH4+]>CN(C=O)C>[S:28]1[CH:29]=[CH:30][CH:31]=[C:27]1[CH2:26][O:25][C:20]1[CH:19]=[CH:18][C:17]([Br:16])=[CH:24][C:21]=1[CH2:22][N:5]([C:6]1[CH:11]=[CH:10][C:9]([C:12]([O:14][CH3:15])=[O:13])=[CH:8][N:7]=1)[CH2:3][CH3:4] |f:0.1,4.5|. Procedure: A suspension of sodium hydride (50% dispersion 0.8 mmol, 38 mg) in DMF (2 ml) (sieve dried) was cooled to -5° C. and treated with methyl 2-(ethylamino)pyridine-5-carboxylate (0.145 g, 0.8 mmol). The reaction was stirred at -5° C. for 30 minutes and then treated with 5-bromo-2-(2-thienylmethoxy)benzyl bromide (0.29 g, 0.8 mmol) in DMF (0.5 ml). The reaction was allowed to warm to ambient temperature and stirred for 18 hours. The reaction was poured into saturated aqueous ammonium chloride. The co... Starting materials: FC(S(=O)(=O)OC1=CC=CC2=CC=C(C=C12)OC)(F)F (7-Methoxy-1-naphthyl trifluoromethanesulphonate), C(=C)N1C(C=2C(C1=O)=CC=CC2)=O (N-vinylphthalimide), C(C)(C)N(CC)C(C)C (diisopropylethylamine), C1(=CC=CC=C1)C (toluene). The reagents and catalysts are C1(=CC=CC=C1)P(C1=CC=CC=C1)C1=CC=CC=C1.C1(=CC=CC=C1)P(C1=CC=CC=C1)C1=CC=CC=C1.C1(=CC=CC=C1)P(C1=CC=CC=C1)C1=CC=CC=C1.C1(=CC=CC=C1)P(C1=CC=CC=C1)C1=CC=CC=C1.[Pd] (palladium tetrakis(triphenylphosphine)). Run in C(C)(=O)OCC (Ethyl acetate). Product: COC1=CC=C2C=CC=C(C2=C1)C=CN1C(C2=CC=CC=C2C1=O)=O (2-[2-(7-Methoxy-1-naphthyl)ethenyl]-1H-isoindole-1,3(2H)-dione). The yield is 80.0%. Reaction SMILES: FC(F)(F)S(O[C:7]1[C:16]2[C:11](=[CH:12][CH:13]=[C:14]([O:17][CH3:18])[CH:15]=2)[CH:10]=[CH:9][CH:8]=1)(=O)=O.[CH:21]([N:23]1[C:27](=[O:28])[C:26]2=[CH:29][CH:30]=[CH:31][CH:32]=[C:25]2[C:24]1=[O:33])=[CH2:22].C(N(C(C)C)CC)(C)C.C1(C)C=CC=CC=1>C1(P(C2C=CC=CC=2)C2C=CC=CC=2)C=CC=CC=1.C1(P(C2C=CC=CC=2)C2C=CC=CC=2)C=CC=CC=1.C1(P(C2C=CC=CC=2)C2C=CC=CC=2)C=CC=CC=1.C1(P(C2C=CC=CC=2)C2C=CC=CC=2)C=CC=CC=1.[Pd].C(OCC)(=O)C>[CH3:18][O:17][C:14]1[CH:15]=[C:16]2[C:11]([CH:10]=[CH:9][CH:8]=[C:7]2[CH:22]=[CH:21][N:23]2[C:24](=[O:33])[C:25]3[C:26](=[CH:29][CH:30]=[CH:31][CH:32]=3)[C:27]2=[O:28])=[CH:12][CH:13]=1 |f:4.5.6.7.8|. Procedure: In a reactor, 2 g of the compound obtained in Step A, 2 eq. of N-vinylphthalimide, 1.25 eq. of diisopropylethylamine and 0.05 eq. of palladium tetrakis(triphenylphosphine) are introduced into toluene and heated at reflux. The reaction is continued at reflux for 12 hours and then the reaction mixture is cooled to ambient temperature. Ethyl acetate is added, and then washings with water and IN HCl solution are carried out. After evaporating off the solvents, the residue obtained is purified by chr... The product is O1C(=CC=C1)C=CC(=O)N1C(C1)C#N (1-[3-(2-Furyl)-acryloyl]-2-cyanoaziridine). Reaction SMILES: C1(N=C=NC2CCCCC2)CCCCC1.[O:16]1[CH:20]=[CH:19][CH:18]=[C:17]1[CH:21]=[CH:22][C:23]([OH:25])=O.[C:26]([CH:28]1[CH2:30][NH:29]1)#[N:27]>C(OCC)C>[O:16]1[CH:20]=[CH:19][CH:18]=[C:17]1[CH:21]=[CH:22][C:23]([N:29]1[CH2:30][CH:28]1[C:26]#[N:27])=[O:25]. Run at time 8 hour. Procedure details: The same compound is obtained by introducing 2.1 g. dicyclohexylcarbodiimide, dissolved in 10 ml. diethyl ether, at 0° C. into a solution of 1.38 g. β-(2-furyl)acrylic acid and 0.68 g. 2-cyanoaziridine in 30 ml. diethyl ether, stirring for 2 hours at 0° C. and leaving to stand overnight at ambient temperature; after analogous purification on a silica gel column, there is obtained 0.9 g. of an oil which solidifies after standing for several days. After trituration with petroleum ether, the compou... Solvent: petroleum ether, C(C)OCC (diethyl ether), C(C)OCC (diethyl ether). Starting materials: C1(CCCCC1)N=C=NC1CCCCC1 (dicyclohexylcarbodiimide), compound, O1C(=CC=C1)C=CC(=O)O (β-(2-furyl)acrylic acid), C(#N)C1NC1 (2-cyanoaziridine). The reactants are BrN1C(CCC1=O)=O (N-Bromosuccinimide), CC=1C=CC2=C(N=C(O2)C2=C(C(=O)OC)C=CC=C2)C1 (methyl 2-(5-methylbenzoxazol-2-yl)benzoate). Reagents/catalysts: N(=NC(C#N)(C)C)C(C#N)(C)C (azo(bisisobutyronitrile)). Solvent: C(Cl)(Cl)(Cl)Cl (carbon tetrachloride). The product is BrCC=1C=CC2=C(N=C(O2)C2=C(C(=O)OC)C=CC=C2)C1 (methyl 2-(5-bromomethyl-benzoxazol-2-yl)benzoate). Isolated yield 50.7%. As a reaction SMILES: [Br:1]N1C(=O)CCC1=O.[CH3:9][C:10]1[CH:11]=[CH:12][C:13]2[O:17][C:16]([C:18]3[CH:27]=[CH:26][CH:25]=[CH:24][C:19]=3[C:20]([O:22][CH3:23])=[O:21])=[N:15][C:14]=2[CH:28]=1>C(Cl)(Cl)(Cl)Cl.N(C(C)(C)C#N)=NC(C)(C)C#N>[Br:1][CH2:9][C:10]1[CH:11]=[CH:12][C:13]2[O:17][C:16]([C:18]3[CH:27]=[CH:26][CH:25]=[CH:24][C:19]=3[C:20]([O:22][CH3:23])=[O:21])=[N:15][C:14]=2[CH:28]=1. Procedure: N-Bromosuccinimide (2.35 g) and azo(bisisobutyronitrile) (60 mg) were added to a solution of compound C (3.2 g) in carbon tetrachloride (60 ml). The mixture was heated under reflux for 4 hours and then cooled to ambient temperature. Insoluble material was removed by filtration and the filtrate was concentrated. The residue was recrystallised from hexane to give methyl 2-(5-bromomethyl-benzoxazol-2-yl)benzoate (D) (2.1 g), m.p. 92°-95° C; NMR: 3.9(s, 3H), 4.65(s, 2H), 7.45(dd, 1H), 7.55(dd, 1H), ... As a reaction SMILES: [CH:1]1[C:10]2[C:5](=[CH:6][CH:7]=[CH:8][CH:9]=2)[CH:4]=[CH:3][C:2]=1[C:11](=[CH2:15])C(O)=O.C(Cl)(=O)[C:17](Cl)=[O:18].[C:22]([O:26][C:27]([CH3:30])([CH3:29])[CH3:28])(=[O:25])[NH:23][NH2:24]>O1CCCC1.CN(C)C=O>[C:27]([O:26][C:22]([N:23]([C:17](=[O:18])[CH:15]=[CH:11][C:2]1[CH:3]=[CH:4][C:5]2[C:10](=[CH:9][CH:8]=[CH:7][CH:6]=2)[CH:1]=1)[NH2:24])=[O:25])([CH3:30])([CH3:29])[CH3:28]. Yield: 60.2%. Yields the product C(C)(C)(C)OC(=O)N(N)C(C=CC1=CC2=CC=CC=C2C=C1)=O (N-(3-naphthalen-2-yl-acryloyl)hydrazine carboxylic acid tert butyl ester). Run in O1CCCC1 (tetrahydrofuran), CN(C=O)C (N,N-dimethylformamide), O1CCCC1 (tetrahydrofuran), O1CCCC1 (tetrahydrofuran). Starting materials: C1=C(C=CC2=CC=CC=C12)C(C(=O)O)=C (2-naphthyl acrylic acid), C(C(=O)Cl)(=O)Cl (oxalyl chloride), C(NN)(=O)OC(C)(C)C (tert-butyl carbazate), acid chloride. Conditions: time 1 hour. Reported procedure: To a stirred solution of 2-naphthyl acrylic acid (5.0 g, 25.0 mmol) in dry tetrahydrofuran (100 ml) and N,N-dimethylformamide (0.2 ml) was added dropwise at 0° C. oxalyl chloride (4.8 g, 38.0 mmol). The mixture was stirred for 1 h at room temperature and the solvent was evaporated in vacuo affording crude acid chloride. To a solution of tert-butyl carbazate (6.7 g, 50.0 mmol) in dry tetrahydrofuran (80 ml) was added dropwise a solution of the acid chloride in dry tetrahydrofuran (50 ml) at 0° C....